Dataset: the Open Reaction Database (ORD), a public repository of structured organic reaction records. Task: describe an organic reaction: reactants, conditions, products, and yield Reactants: C1CCOC1, CN(C)CCN(C)C, COC(=O)C(C)(C)c1ccc(Br)cc1, c1ccoc1. Yields the product COC(=O)C(C)(C)c1ccc(-c2ccco2)cc1. As a reaction SMILES: [CH2:28]1[O:29][CH2:30][CH2:31][CH2:32]1.[CH3:20][N:21]([CH3:22])[CH2:23][CH2:24][N:25]([CH3:26])[CH3:27].[CH3:6][O:7][C:8]([C:9]([CH3:10])([CH3:11])[c:12]1[cH:13][cH:14][c:15]([Br:18])[cH:16][cH:17]1)=[O:19].[cH:1]1[cH:2][cH:3][o:4][cH:5]1>>[cH:1]1[cH:2][c:3](-[c:15]2[cH:14][cH:13][c:12]([C:9]([C:8]([O:7][CH3:6])=[O:19])([CH3:10])[CH3:11])[cH:17][cH:16]2)[o:4][cH:5]1.